Dataset: the Open Reaction Database (ORD), a public repository of structured organic reaction records. Task: describe an organic reaction: reactants, conditions, products, and yield Reactants: S(=O)(Cl)Cl (Thionyl chloride), CC=1C=C(C(=O)O)C=CC1C (3,4-dimethylbenzoic acid), CN(C=O)C (dimethylformamide). The solvent is CO (methanol). Reaction conditions: time 12 hour. Product: CC=1C=C(C(=O)OC)C=CC1C (methyl 3,4-dimethylbenzoate). Reaction SMILES: S(Cl)(Cl)=O.[CH3:5][C:6]1[CH:7]=[C:8]([CH:12]=[CH:13][C:14]=1[CH3:15])[C:9]([OH:11])=[O:10].[CH3:16]N(C)C=O>CO>[CH3:5][C:6]1[CH:7]=[C:8]([CH:12]=[CH:13][C:14]=1[CH3:15])[C:9]([O:11][CH3:16])=[O:10]. Procedure: Thionyl chloride (80 ml; 2 equiv.) was added at room temperature to a solution of 3,4-dimethylbenzoic acid (35 g; 1 equiv.) and dimethylformamide (1 ml) in 227 ml of methanol. The resulting reaction mixture was stirred for 12 h at room temperature and then concentrated under reduced pressure. The resulting residue was taken up in dichloromethane and washed with 5% sodium carbonate solution. The organic phase was dried over magnesium sulfate and concentrated under reduced pressure. The methyl 3,4... The reactants are CCOC(=O)CBr, O=C([O-])[O-], CN(C)C=O, CCOC(C)=O, Clc1cc(Cl)[nH]n1, [K+], [K+]. Yields the product CCOC(=O)Cn1nc(Cl)cc1Cl. As a reaction SMILES: [Br:14][CH2:15][C:16](=[O:17])[O:18][CH2:19][CH3:20].[C:8](=[O:9])([O-:10])[O-:11].[CH3:21][N:22]([CH3:23])[CH:24]=[O:25].[CH3:26][CH2:27][O:28][C:29](=[O:30])[CH3:31].[Cl:1][c:2]1[n:3][nH:4][c:5]([Cl:7])[cH:6]1.[K+:12].[K+:13]>>[Cl:1][c:2]1[n:3][n:4]([CH2:15][C:16](=[O:17])[O:18][CH2:19][CH3:20])[c:5]([Cl:7])[cH:6]1.